Dataset: the Open Reaction Database (ORD), a public repository of structured organic reaction records. Task: describe an organic reaction: reactants, conditions, products, and yield The reactants are [BH4-], CCO, N#CC=Cc1c(SC(F)(F)F)c(C#N)c(Cl)n1-c1c(Cl)cc(C(F)(F)F)cc1Cl, [Na+]. The product is N#CCCc1c(SC(F)(F)F)c(C#N)c(Cl)n1-c1c(Cl)cc(C(F)(F)F)cc1Cl. As a reaction SMILES: [BH4-:30].[CH3:32][CH2:33][OH:34].[Cl:1][c:2]1[c:3](-[n:13]2[c:14]([CH:26]=[CH:27][C:28]#[N:29])[c:15]([S:21][C:22]([F:23])([F:24])[F:25])[c:16]([C:19]#[N:20])[c:17]2[Cl:18])[c:4]([Cl:12])[cH:5][c:6]([C:8]([F:9])([F:10])[F:11])[cH:7]1.[Na+:31]>>[Cl:1][c:2]1[c:3](-[n:13]2[c:14]([CH2:26][CH2:27][C:28]#[N:29])[c:15]([S:21][C:22]([F:23])([F:24])[F:25])[c:16]([C:19]#[N:20])[c:17]2[Cl:18])[c:4]([Cl:12])[cH:5][c:6]([C:8]([F:9])([F:10])[F:11])[cH:7]1. The reactants are COC(=O)C=1C(=C2C=C(C(N(C2=CN1)CC1=CC=CC=C1)=O)C1=CC=CC=C1)O (1-benzyl-5-hydroxy-2-oxo-3-phenyl-1,2-dihydro-[1,7]naphthyridine-6-carboxylic acid methyl ester), [OH-].[Na+] (NaOH), C1CCOC1 (THF). Run in CO (MeOH). Reaction conditions: time 16 hour. The product is C(C1=CC=CC=C1)N1C(C(=CC2=C(C(=NC=C12)C(=O)O)O)C1=CC=CC=C1)=O (1-Benzyl-5-hydroxy-2-oxo-3-phenyl-1,2-dihydro-[1,7]naphthyridine-6-carboxylic acid). Isolated yield 103.3%. As a reaction SMILES: C[O:2][C:3]([C:5]1[C:6]([OH:29])=[C:7]2[C:12](=[CH:13][N:14]=1)[N:11]([CH2:15][C:16]1[CH:21]=[CH:20][CH:19]=[CH:18][CH:17]=1)[C:10](=[O:22])[C:9]([C:23]1[CH:28]=[CH:27][CH:26]=[CH:25][CH:24]=1)=[CH:8]2)=[O:4].[OH-].[Na+].C1COCC1>CO>[CH2:15]([N:11]1[C:12]2[C:7](=[C:6]([OH:29])[C:5]([C:3]([OH:4])=[O:2])=[N:14][CH:13]=2)[CH:8]=[C:9]([C:23]2[CH:28]=[CH:27][CH:26]=[CH:25][CH:24]=2)[C:10]1=[O:22])[C:16]1[CH:21]=[CH:20][CH:19]=[CH:18][CH:17]=1 |f:1.2|. Reported procedure: A mixture of 1-benzyl-5-hydroxy-2-oxo-3-phenyl-1,2-dihydro-[1,7]naphthyridine-6-carboxylic acid methyl ester (35 mg, 0.091 mmol), 2 M aq. NaOH (3 mL), THF (3 mL) and MeOH (3 mL) was stirred at r.t. for 16 h. The mixture was concentrated to one-third of its original volume, and then placed in an ice bath. 1 M HCl was added with stirring until pH about 2, and the resulting mixture was extracted with EtOAc. The organic layer was washed with brine and dried over MgSO4. Solvent was evaporated in vacu... Starting materials: C(C)(=O)N1C2=NC(=NC(=C2N=C1)Cl)N (9-Acetyl-2-amino-6-chloropurine), N(=O)OCCC(C)C (isoamyl nitrite), Cl[Si](C)(C)C (chlorotrimethylsilane). Reagents/catalysts: [Cl-].C(C)[N+](CC)(CC)CC (tetraethylammonium chloride). Reaction conditions: temperature 55 celsius, time 10 hour. The product is ClC1=NC(=C2NC=NC2=N1)Cl (2,6-dichloropurine). Isolated yield 78.5%. As a reaction SMILES: C([N:4]1[CH:12]=[N:11][C:10]2[C:5]1=[N:6][C:7](N)=[N:8][C:9]=2[Cl:13])(=O)C.N(OCCC(C)C)=O.[Cl:23][Si](C)(C)C>[Cl-].C([N+](CC)(CC)CC)C>[Cl:23][C:7]1[N:6]=[C:5]2[C:10]([NH:11][CH:12]=[N:4]2)=[C:9]([Cl:13])[N:8]=1 |f:3.4|. Procedure: 9-Acetyl-2-amino-6-chloropurine (0.50 g, 2.36 mmol), tetraethylammonium chloride (0.025 g, 0.15 mmol) and isoamyl nitrite (0.42 g, 3.54 mmol) were added to chlorotrimethylsilane (4.0 g, 36.8 mmol), and the mixture was heated to 50-60° C. and stirred for 10 hr. After the completion of the reaction, the mixture was filtrated. The obtained crystals were diluted with water (4.0 ml), and the mixture was adjusted to pH 4-5 with a 2M aqueous sodium hydroxide solution. After aging under ice-cooling for ... Starting materials: CC(C)(C)n1ncc(O)c(Cl)c1=O, C1CCOC1, CCOC(C)=O, CC(C)OC(=O)N=NC(=O)OC(C)C, CC(O)CCc1ccc(CO)cc1, c1ccc(P(c2ccccc2)c2ccccc2)cc1. The product is CC(O)CCc1ccc(COc2cnn(C(C)(C)C)c(=O)c2Cl)cc1. Reaction SMILES: [C:1]([CH3:2])([CH3:3])([CH3:4])[n:5]1[n:6][cH:7][c:8]([OH:13])[c:9]([Cl:12])[c:10]1=[O:11].[CH2:60]1[O:61][CH2:62][CH2:63][CH2:64]1.[CH3:65][CH2:66][O:67][C:68](=[O:69])[CH3:70].[O:46]=[C:47]([O:48][CH:49]([CH3:50])[CH3:51])[N:52]=[N:53][C:54]([O:55][CH:56]([CH3:57])[CH3:58])=[O:59].[OH:14][CH2:15][c:16]1[cH:17][cH:18][c:19]([CH2:22][CH2:23][CH:24]([CH3:25])[OH:26])[cH:20][cH:21]1.[c:27]1([P:28]([c:29]2[cH:30][cH:31][cH:32][cH:33][cH:34]2)[c:35]2[cH:36][cH:37][cH:38][cH:39][cH:40]2)[cH:41][cH:42][cH:43][cH:44][cH:45]1>>[C:1]([CH3:2])([CH3:3])([CH3:4])[n:5]1[n:6][cH:7][c:8]([O:13][CH2:15][c:16]2[cH:17][cH:18][c:19]([CH2:22][CH2:23][CH:24]([CH3:25])[OH:26])[cH:20][cH:21]2)[c:9]([Cl:12])[c:10]1=[O:11]. Starting materials: ClC1=CC(=C(C=C1)C)[N+](=O)[O-] (4-chloro-2-nitrotoluene), C=O (paraformaldehyde). Solvent: CO (MeOH), CS(=O)C (DMSO). Conditions: temperature 900 celsius, time 2.5 hour. Product: ClC1=CC(=C(C=C1)CCO)[N+](=O)[O-] (2-(4-chloro-2-nitrophenyl)ethanol). Yield: 54.7%. RXN SMILES: [Cl:1][C:2]1[CH:7]=[CH:6][C:5]([CH3:8])=[C:4]([N+:9]([O-:11])=[O:10])[CH:3]=1.[CH2:12]=[O:13]>CO.CS(C)=O>[Cl:1][C:2]1[CH:7]=[CH:6][C:5]([CH2:8][CH2:12][OH:13])=[C:4]([N+:9]([O-:11])=[O:10])[CH:3]=1. Procedure details: Triton B (4 ml, 35% in MeOH) was added to a mixture of 4-chloro-2-nitrotoluene (50 g, 291 mmol) and paraformaldehyde (3.8 g, 120 mmol) in DMSO (40 ml, synthesis quality, additionally dried for 2 d over molecular sieve 4 Å) and stirred for 2.5 h at 900° C. It was neutralized with a few drops of conc. HCl, diluted with H2O (100 ml) and extracted using EtOAc (5×150 ml). The combined organic phases were dried over MgSO4, filtered and concentrated under reduced pressure. The oily residue was purified... The reactants are C(/C1=CC=CC=C1)=C(\C(=O)OC)/CCl (methyl (Z)-2-benzylidene-3-chloropropionate), Cl (hydrochloric acid), ice water. The solvent is C(C)(=O)O (acetic acid). Reaction conditions: temperature 100 celsius, time 8 hour. The product is C(/C1=CC=CC=C1)=C(\C(=O)O)/CCl ((Z)-2-benzylidene-3-chloropropionic acid). Yield: 73.1%. Reaction SMILES: [CH:1](=[C:8](/[CH2:13][Cl:14])\[C:9]([O:11]C)=[O:10])/[C:2]1[CH:7]=[CH:6][CH:5]=[CH:4][CH:3]=1.Cl>C(O)(=O)C>[CH:1](=[C:8](/[CH2:13][Cl:14])\[C:9]([OH:11])=[O:10])/[C:2]1[CH:7]=[CH:6][CH:5]=[CH:4][CH:3]=1. Procedure: Into a 500-ml pressure bottle were charged 40 g (0.19 mol) of methyl (Z)-2-benzylidene-3-chloropropionate, 150 ml of a 35% hydrochloric acid and 50 ml of acetic acid. The reaction mixture was then heated to a temperature of 100° C. with stirring overnight. After the completion of the reaction, the reaction solution was then poured into ice water. The reaction solution was then extracted with 200 ml of ethyl acetate. The resulting organic phase was washed with saturated brine, and then dried over... The reactants are C(C)(=O)OCC(COC(C)=O)N1C(C2=CC=CC(=C2C=C1)C(NCC1=CC(=C(C=C1)Cl)C(F)(F)F)=O)=O (2-(5-(4-Chloro-3-(trifluoromethyl)benzylcarbamoyl)-1-oxoisoquinolin-2(1H)-yl)propane-1,3-diyl diacetate), C([O-])([O-])=O.[K+].[K+] (potassium carbonate), CO (methanol). Product: ClC1=C(C=C(CNC(=O)C=2C=3C=CN(C(C3C=CC2)=O)C(CO)CO)C=C1)C(F)(F)F (2-(2-Hydroxy-1-hydroxymethyl-ethyl)-1-oxo-1,2-dihydro-isoquinoline-5-carboxylic acid 4-chloro-3-trifluoromethyl-benzylamide). RXN SMILES: C([O:4][CH2:5][CH:6]([N:12]1[CH:21]=[CH:20][C:19]2[C:14](=[CH:15][CH:16]=[CH:17][C:18]=2[C:22](=[O:36])[NH:23][CH2:24][C:25]2[CH:30]=[CH:29][C:28]([Cl:31])=[C:27]([C:32]([F:35])([F:34])[F:33])[CH:26]=2)[C:13]1=[O:37])[CH2:7][O:8]C(=O)C)(=O)C.C(=O)([O-])[O-].[K+].[K+].CO>>[Cl:31][C:28]1[CH:29]=[CH:30][C:25]([CH2:24][NH:23][C:22]([C:18]2[C:19]3[CH:20]=[CH:21][N:12]([CH:6]([CH2:7][OH:8])[CH2:5][OH:4])[C:13](=[O:37])[C:14]=3[CH:15]=[CH:16][CH:17]=2)=[O:36])=[CH:26][C:27]=1[C:32]([F:35])([F:33])[F:34] |f:1.2.3|. Procedure: 2-(5-(4-Chloro-3-(trifluoromethyl)benzylcarbamoyl)-1-oxoisoquinolin-2(1H)-yl)propane-1,3-diyl diacetate (100 mg, 0.0002 mol), potassium carbonate (80 mg, 0.0006 mol) and methanol (2 mL, 0.05 mol) were stirred at room temperature for 2 hours. The mixture was filtered and purified via flash chromatography (12 g fo silica gel, 0-10% MeOH/CH2Cl2) to give a white solid. 1H NMR (DMSO-d6) δ: 9.18 (br, 1H), 8.35 (d, J=7.6 Hz, 1H), 7.86-7.82 (m, 2H), 7.75-7.70 (m, 2H), 7.55-7.27 (m, 2H), 6.79 (d, J=7.9 H...